Dataset: the Open Reaction Database (ORD), a public repository of structured organic reaction records. Task: describe an organic reaction: reactants, conditions, products, and yield Starting materials: O=C([O-])O, CCO, COC(=O)c1ccc(-c2ccc(OC)c(-c3ccc(C(F)(F)F)cc3CN3C(=O)OC(c4cc(Cl)cc(Cl)c4)C3C)c2)c(C)c1, Cl, [K+], [Na+], [OH-]. The product is COc1ccc(-c2ccc(C(=O)O)cc2C)cc1-c1ccc(C(F)(F)F)cc1CN1C(=O)OC(c2cc(Cl)cc(Cl)c2)C1C. RXN SMILES: [C:49](=[O:50])([OH:51])[O-:52].[CH3:54][CH2:55][OH:56].[Cl:1][c:2]1[cH:3][c:4]([CH:9]2[CH:10]([CH3:45])[N:11]([CH2:15][c:16]3[c:17](-[c:26]4[cH:27][c:28](-[c:34]5[c:35]([CH3:44])[cH:36][c:37]([C:40](=[O:41])[O:42][CH3:43])[cH:38][cH:39]5)[cH:29][cH:30][c:31]4[O:32][CH3:33])[cH:18][cH:19][c:20]([C:22]([F:23])([F:24])[F:25])[cH:21]3)[C:12](=[O:14])[O:13]2)[cH:5][c:6]([Cl:8])[cH:7]1.[ClH:48].[K+:47].[Na+:53].[OH-:46]>>[Cl:1][c:2]1[cH:3][c:4]([CH:9]2[CH:10]([CH3:45])[N:11]([CH2:15][c:16]3[c:17](-[c:26]4[cH:27][c:28](-[c:34]5[c:35]([CH3:44])[cH:36][c:37]([C:40](=[O:41])[OH:42])[cH:38][cH:39]5)[cH:29][cH:30][c:31]4[O:32][CH3:33])[cH:18][cH:19][c:20]([C:22]([F:23])([F:24])[F:25])[cH:21]3)[C:12](=[O:14])[O:13]2)[cH:5][c:6]([Cl:8])[cH:7]1. The reactants are [OH-].[Na+] (Sodium hydroxide), COC1=CC=C(C=C1)CC(=O)NC1=C(SC=C1)C(=O)OC (Methyl 3-(2-(4-methoxyphenyl)acetamido)thiophene-2-carboxylate), Cl (HCl). The solvent is C1CCOC1.O (THF H2O). Reaction conditions: temperature 60 celsius, time 8 hour. Yields the product COC1=CC=C(C=C1)CC(=O)NC1=C(SC=C1)C(=O)O (3-(2-(4-methoxyphenyl)acetamido)thiophene-2-carboxylic acid). Reaction SMILES: [CH3:1][O:2][C:3]1[CH:8]=[CH:7][C:6]([CH2:9][C:10]([NH:12][C:13]2[CH:17]=[CH:16][S:15][C:14]=2[C:18]([O:20]C)=[O:19])=[O:11])=[CH:5][CH:4]=1.[OH-].[Na+].Cl>C1COCC1.O>[CH3:1][O:2][C:3]1[CH:8]=[CH:7][C:6]([CH2:9][C:10]([NH:12][C:13]2[CH:17]=[CH:16][S:15][C:14]=2[C:18]([OH:20])=[O:19])=[O:11])=[CH:5][CH:4]=1 |f:1.2,4.5|. Reported procedure: Methyl 3-(2-(4-methoxyphenyl)acetamido)thiophene-2-carboxylate (5.7 g, 18.7 mmol) was dissolved in THF/H2O (40 mL, 4/1, v/v). Sodium hydroxide (2.24 g, 56.1 mmol) was added and the reaction mixture was stirred at 60° C. for 8 h. The resulting solution was acidified with 10% aqueous HCl and extracted with ethyl acetate. The organic phase was separated, dried (Na2SO4), filtered and concentrated under vacuum to give 3-(2-(4-methoxyphenyl)acetamido)thiophene-2-carboxylic acid. Retention time (min)=1... The product is CS(=O)C1=CC=C(OC2=C(N3C(CC3S2)=O)C(=O)[O-])C=C1.[Na+] (Sodium 3-(4-methylsulphinylphenoxy)-7-oxo-4-thia-1-azabicyclo[3,2,0]hept-2-ene-2-carboxylate). The reactants are CS(=O)C1=CC=C(OC2=C(N3C(CC3S2)=O)C(=O)OCC2=CC=C(C=C2)[N+](=O)[O-])C=C1 (4-nitrobenzyl 3-(4-methylsulphinylphenoxy)-7-oxo-4-thia-1-azabicyclo[3,2,0]hept-2-ene-2-carboxylate), C([O-])(O)=O.[Na+] (sodium bicarbonate). Isolated yield 109.8%. The solvent is O1CCOCC1 (dioxan), O (water). Reagents/catalysts: [Pd] (palladium/charcoal). Reported procedure: A mixture of a solution of 70 mg of 4-nitrobenzyl 3-(4-methylsulphinylphenoxy)-7-oxo-4-thia-1-azabicyclo[3,2,0]hept-2-ene-2-carboxylate in dioxan and 13 mg of sodium bicarbonate in water, and 10% palladium/charcoal was hydrogenated at 50 psi at 25° for 60 minutes. Then, the mixture was filtered through Gelite, and lyophilized to yield 58 mg of the title compound as a pale yellow crystalline solid. As a reaction SMILES: [CH3:1][S:2]([C:4]1[CH:31]=[CH:30][C:7]([O:8][C:9]2[S:15][CH:14]3[N:11]([C:12](=[O:16])[CH2:13]3)[C:10]=2[C:17]([O:19]CC2C=CC([N+]([O-])=O)=CC=2)=[O:18])=[CH:6][CH:5]=1)=[O:3].C(=O)(O)[O-].[Na+:36]>O1CCOCC1.O.[Pd]>[CH3:1][S:2]([C:4]1[CH:5]=[CH:6][C:7]([O:8][C:9]2[S:15][CH:14]3[N:11]([C:12](=[O:16])[CH2:13]3)[C:10]=2[C:17]([O-:19])=[O:18])=[CH:30][CH:31]=1)=[O:3].[Na+:36] |f:1.2,6.7|. Reactants: C(CC)N(CC1=CC=C(C=C1)C1=C(C=CC=C1)C1=NN=NN1C(C1=CC=CC=C1)(C1=CC=CC=C1)C1=CC=CC=C1)C1=NC=C(C=C1C(=O)OCC)C(F)(F)F (ethyl 2-{N-propyl-N-[(2'-[N-triphenylmethyl-1H-tetrazol-5-yl]biphenyl-4-yl)methyl]amino}-5-trifluoromethyl-pyridine-3-carboxylate), O.C1(=CC=C(C=C1)S(=O)(=O)O)C (p-toluenesulfonic acid monohydrate), [OH-].[Na+] (sodium hydroxide). Run in CO (methanol), CO (methanol). The product is C(CC)N(CC1=CC=C(C=C1)C1=C(C=CC=C1)C1=NN=NN1)C1=NC=C(C=C1C(=O)O)C(F)(F)F (2-{N-Propyl-N-[(2'-[1H-tetrazol-5-yl]biphenyl-4-yl)methyl]amino}-5-trifluoromethyl-pyridine-3-carboxylic acid). RXN SMILES: [CH2:1]([N:4]([C:42]1[C:47]([C:48]([O:50]CC)=[O:49])=[CH:46][C:45]([C:53]([F:56])([F:55])[F:54])=[CH:44][N:43]=1)[CH2:5][C:6]1[CH:11]=[CH:10][C:9]([C:12]2[CH:17]=[CH:16][CH:15]=[CH:14][C:13]=2[C:18]2[N:22](C(C3C=CC=CC=3)(C3C=CC=CC=3)C3C=CC=CC=3)[N:21]=[N:20][N:19]=2)=[CH:8][CH:7]=1)[CH2:2][CH3:3].O.C1(C)C=CC(S(O)(=O)=O)=CC=1.[OH-].[Na+]>CO>[CH2:1]([N:4]([C:42]1[C:47]([C:48]([OH:50])=[O:49])=[CH:46][C:45]([C:53]([F:54])([F:55])[F:56])=[CH:44][N:43]=1)[CH2:5][C:6]1[CH:11]=[CH:10][C:9]([C:12]2[CH:17]=[CH:16][CH:15]=[CH:14][C:13]=2[C:18]2[NH:22][N:21]=[N:20][N:19]=2)=[CH:8][CH:7]=1)[CH2:2][CH3:3] |f:1.2,3.4|. Reported procedure: Ethyl 5-iodopyridin-2-one-3-carboxylate, prepared by the method of Taylor, J. Org. Chem. 54, 36 (1989), is treated with tert-butyldimethylsilyl chloride (TBSCl) in methylene chloride containing triethylamine to give the O-silylated pyridine. Treatment of ethyl 2-tert-butyldimethylsilyloxy-5-iodopyridine-3-carboxylate with bis(trifluoromethyl)cadmium in the presence of copper (I) bromide in dimethylformamide gives the ethyl 2-tert-butyldimethylsilyloxy-5-trifluoromethylpyridine-3-carboxylate comp... The reactants are BrC=1C=C2C(=C(C=NC2=CC1)C(=O)C1CC1)NC=1C=NC(=CC1)NCCN(C)C ((6-bromo-4-(6-(2-(dimethylamino)ethylamino)pyridine-3-ylamino)quinolin-3-yl)(cyclopropyl)methanone), ClC1=C(C(=CC(=C1)B1OC(C(O1)(C)C)(C)C)Cl)O (2,6-dichloro-4-(4,4,5,5-tetramethyl-1,3,2-dioxaborolan-2-yl)phenol). Yields the product C1(CC1)C(=O)C=1C=NC2=CC=C(C=C2C1NC=1C=NC(=CC1)NCCN(C)C)C1=CC(=C(C(=C1)Cl)O)Cl (cyclopropyl(6-(3,5-dichloro-4-hydroxyphenyl)-4-(6-(2-(dimethylamino)ethylamino)pyridin-3-ylamino)quinolin-3-yl)methanone). The yield is 26.3%. Reaction SMILES: Br[C:2]1[CH:3]=[C:4]2[C:9](=[CH:10][CH:11]=1)[N:8]=[CH:7][C:6]([C:12]([CH:14]1[CH2:16][CH2:15]1)=[O:13])=[C:5]2[NH:17][C:18]1[CH:19]=[N:20][C:21]([NH:24][CH2:25][CH2:26][N:27]([CH3:29])[CH3:28])=[CH:22][CH:23]=1.[Cl:30][C:31]1[CH:36]=[C:35](B2OC(C)(C)C(C)(C)O2)[CH:34]=[C:33]([Cl:46])[C:32]=1[OH:47]>>[CH:14]1([C:12]([C:6]2[CH:7]=[N:8][C:9]3[C:4]([C:5]=2[NH:17][C:18]2[CH:19]=[N:20][C:21]([NH:24][CH2:25][CH2:26][N:27]([CH3:28])[CH3:29])=[CH:22][CH:23]=2)=[CH:3][C:2]([C:35]2[CH:36]=[C:31]([Cl:30])[C:32]([OH:47])=[C:33]([Cl:46])[CH:34]=2)=[CH:11][CH:10]=3)=[O:13])[CH2:16][CH2:15]1. Procedure: Following general procedure D, (6-bromo-4-(6-(2-(dimethylamino)ethylamino)pyridine-3-ylamino)quinolin-3-yl)(cyclopropyl)methanone (75 mg, 0.17 mmol) was reacted with 2,6-dichloro-4-(4,4,5,5-tetramethyl-1,3,2-dioxaborolan-2-yl)phenol (73 mg, 0.25 mmol) to afford the desired product (24 mg, 26%) as an orange solid: 1H NMR (500 MHz, CD3OD+TFA-d) δ 9.38 (s, 1H), 8.32-8.18 (m, 3H), 8.07 (d, J=9.3 Hz, 1H), 7.86 (dd, J=9.3, 2.6 Hz, 1H), 7.48 (s, 2H), 7.15 (d, J=9.3 Hz, 1H), 3.91 (t, J=6.1 Hz, 2H), 3.49... The reactants are ClCCl, O=[Cr](=O)([O-])Cl, OCCC1CCCCO1, c1cc[nH+]cc1. Yields the product O=CCC1CCCCO1. Reaction SMILES: [Cl:21][CH2:22][Cl:23].[O:10]=[Cr:11]([Cl:12])([O-:13])=[O:14].[O:1]1[CH:2]([CH2:7][CH2:8][OH:9])[CH2:3][CH2:4][CH2:5][CH2:6]1.[nH+:15]1[cH:16][cH:17][cH:18][cH:19][cH:20]1>>[O:1]1[CH:2]([CH2:7][CH:8]=[O:9])[CH2:3][CH2:4][CH2:5][CH2:6]1.